From a dataset of the Open Reaction Database (ORD), a public repository of structured organic reaction records. describe an organic reaction: reactants, conditions, products, and yield Starting materials: C1(=CC=CC=C1)NCC1CCN(CC1)C(=O)OC(C)(C)C (N-phenyl-1-t-butoxycarbonylpiperidine-4-methylamine), N1=CC=CC=C1 (pyridine), C(C)(=O)Cl (Acetyl chloride), CO (Methanol). Reagents/catalysts: CN(C1=CC=NC=C1)C (4-dimethylaminopyridine). Run in ClCCl (dichloromethane). Run at time 1 hour. The product is C(C)(C)(C)OC(=O)N1CCC(CC1)CN(C(C)=O)C1=CC=CC=C1 (N-[(1-t-Butoxycarbonylpiperidin-4-yl)methyl]-N-phenylacetamide). Isolated yield 98.9%. RXN SMILES: [C:1](Cl)(=[O:3])[CH3:2].[C:5]1([NH:11][CH2:12][CH:13]2[CH2:18][CH2:17][N:16]([C:19]([O:21][C:22]([CH3:25])([CH3:24])[CH3:23])=[O:20])[CH2:15][CH2:14]2)[CH:10]=[CH:9][CH:8]=[CH:7][CH:6]=1.N1C=CC=CC=1.CO>CN(C)C1C=CN=CC=1.ClCCl>[C:22]([O:21][C:19]([N:16]1[CH2:17][CH2:18][CH:13]([CH2:12][N:11]([C:5]2[CH:10]=[CH:9][CH:8]=[CH:7][CH:6]=2)[C:1](=[O:3])[CH3:2])[CH2:14][CH2:15]1)=[O:20])([CH3:25])([CH3:24])[CH3:23]. Procedure details: Acetyl chloride (0.71 mL, 0.79 g, 10.0 mmol) was added dropwise to a stirred, cooled (0° C.) solution of N-phenyl-1-t-butoxycarbonylpiperidine-4-methylamine (2.42 g, 8.3 mmol), pyridine (1.01 mL, 0.99 g, 12.5 mmol) and 4-dimethylaminopyridine (204 mg, 1.7 mmol) in dichloromethane (50 mL) and the mixture was stirred at room temperature for 1 h. Methanol (5 mL) was added and the solvent was evaporated under reduced pressure. Aqueous sodium hydrogen carbonate (saturated, 50 mL) was added and the mi... The reactants are ice, FC(C(=O)O)(F)F (trifluoroacetic acid), COC1=CC=C(C=C1)CCN (2-(4-methoxyphenyl)ethylamine), N1=CC=CC=C1 (pyridine). The solvent is C1CCOC1 (THF). Conditions: temperature 5 celsius, time 3 hour. Yields the product FC(C(=O)NCCC1=CC=C(C=C1)OC)(F)F (2,2,2-Trifluoro-N-(2-(4-methoxyphenyl)ethyl)acetamide). Yield: 97.9%. Reaction SMILES: [F:1][C:2]([F:7])([F:6])[C:3](O)=[O:4].[CH3:8][O:9][C:10]1[CH:15]=[CH:14][C:13]([CH2:16][CH2:17][NH2:18])=[CH:12][CH:11]=1.N1C=CC=CC=1>C1COCC1>[F:1][C:2]([F:7])([F:6])[C:3]([NH:18][CH2:17][CH2:16][C:13]1[CH:14]=[CH:15][C:10]([O:9][CH3:8])=[CH:11][CH:12]=1)=[O:4]. Procedure: 32.2 ml (0.23 mol) of trifluoroacetic acid were added dropwise to a solution of 22.3 ml (0.15 mol) of 2-(4-methoxyphenyl)ethylamine and 24.7 ml (0.23 mol) of pyridine in 125 ml of absolute THF cooled to 5° C., and the resulting solution was stirred at RT for 3 h. The reaction solution was then poured onto 750 ml of ice, and the deposited precipitate was filtered off with suction and dried at 40° C. in a high vacuum. 36.3 g of the title compound were obtained as a beige solid. Starting materials: CC(C)(C)C(=O)Oc1ccc(Cn2cccn2)cc1Cl, CCO, [Na+], [OH-]. The product is Oc1ccc(Cn2cccn2)cc1Cl. As a reaction SMILES: [CH3:1][C:2]([CH3:3])([CH3:4])[C:19]([O:5][c:6]1[c:7]([Cl:18])[cH:8][c:9]([CH2:12][n:13]2[n:14][cH:15][cH:16][cH:17]2)[cH:10][cH:11]1)=[O:20].[CH3:23][CH2:24][OH:25].[Na+:22].[OH-:21]>>[OH:5][c:6]1[c:7]([Cl:18])[cH:8][c:9]([CH2:12][n:13]2[n:14][cH:15][cH:16][cH:17]2)[cH:10][cH:11]1. Isolated yield 93.4%. Starting materials: C(C1=CC=CC=C1)OC(=O)N[C@@H](C)C(=O)O (Benzyloxycarbonyl-L-alanine), C=O (paraformaldehyde). As a reaction SMILES: [CH2:1]([O:8][C:9]([NH:11][C@H:12]([C:14]([OH:16])=[O:15])[CH3:13])=[O:10])[C:2]1[CH:7]=[CH:6][CH:5]=[CH:4][CH:3]=1.[CH2:17]=O>C1(C)C=CC=CC=1.O.C1(C)C=CC(S(O)(=O)=O)=CC=1>[CH2:1]([O:8][C:9]([N:11]1[C@@H:12]([CH3:13])[C:14](=[O:16])[O:15][CH2:17]1)=[O:10])[C:2]1[CH:3]=[CH:4][CH:5]=[CH:6][CH:7]=1 |f:3.4|. The reagents and catalysts are O.C1(=CC=C(C=C1)S(=O)(=O)O)C (p-toluenesulfonic acid monohydrate). Procedure: Benzyloxycarbonyl-L-alanine (19.3 g), paraformaldehyde (6.56 g) and p-toluenesulfonic acid monohydrate (0.17 g) were suspended in toluene (190 mL), and the mixture was heated at reflux while removing water produced. At the end of the reaction, the reaction mixture was cooled to room temperature, washed with saturated aqueous sodium hydrogen carbonate solution and then saturated saline. The toluene solution was dried over anhydrous sodium sulfate. The solvent was evaporated under a reduced pressu... Product: C(C1=CC=CC=C1)OC(=O)N1COC([C@@H]1C)=O ((4S)-N-benzyloxycarbonyl-4-methyl-5-oxazolidinone). The solvent is C1(=CC=CC=C1)C (toluene). Run in CN(C=O)C (dimethylformamide). Procedure: In a manner similar to Example 4, 1.4 g. of 3-carboxy-7-chloro-4-oxo-4H-pyrimido[2,1-b]benzothiazole is reacted with 892 mg. of 1,1'-carbonyldiimidazole in 60 ml. of dimethylformamide at steam bath temperatures for 15 min. 5-Aminotetrazole (468 mg.) is added and the reaction mixture is heated for 30 min. The resulting suspension is cooled and filtered, 1.5 g., m.p. > 300° C. Starting materials: C(=O)(O)C1=CN=C2SC3=C(N2C1=O)C=C(C=C3)Cl (3-carboxy-7-chloro-4-oxo-4H-pyrimido[2,1-b]benzothiazole), C(=O)(N1C=NC=C1)N1C=NC=C1 (1,1'-carbonyldiimidazole), NC1=NN=NN1 (5-Aminotetrazole). Product: N1N=NN=C1NC(=O)C1=CN=C2SC3=C(N2C1=O)C=C(C=C3)Cl (N-(5-Tetrazolyl)-7-chloro-4-oxo-4H-pyrimido[2,1-b]benzothiazole-3-carboxamide). RXN SMILES: [C:1]([C:4]1[C:12](=[O:13])[N:11]2[C:7]([S:8][C:9]3[CH:17]=[CH:16][C:15]([Cl:18])=[CH:14][C:10]=32)=[N:6][CH:5]=1)([OH:3])=O.C(N1C=CN=C1)(N1C=CN=C1)=O.[NH2:31][C:32]1[NH:36][N:35]=[N:34][N:33]=1>CN(C)C=O>[NH:33]1[C:32]([NH:31][C:1]([C:4]2[C:12](=[O:13])[N:11]3[C:7]([S:8][C:9]4[CH:17]=[CH:16][C:15]([Cl:18])=[CH:14][C:10]=43)=[N:6][CH:5]=2)=[O:3])=[N:36][N:35]=[N:34]1. Starting materials: COC1=CC=C(C=C1)CC#N (4-methoxyphenylacetonitrile), I (hydriodic acid), C1(=CC=CC=C1)OC (anisole), COC1=CC=C(C=C1)CC#N (4-methoxyphenylacetonitrile), CCOCC (ether). Product: OC1=CC=C(C=C1)CC(=O)O (4-hydroxyphenylacetic acid), desired product. As a reaction SMILES: [C:1]1([O:7]C)[CH:6]=[CH:5][CH:4]=[CH:3][CH:2]=1.C[O:10][C:11]1[CH:16]=CC(CC#N)=CC=1.I.CC[O:23]CC>>[OH:7][C:1]1[CH:2]=[CH:3][C:4]([CH2:16][C:11]([OH:10])=[O:23])=[CH:5][CH:6]=1. Procedure details: A method in which anisole, which is a starting material, is subjected to chloromethylation and a cyanation to be thereby converted to 4-methoxyphenylacetonitrile (Organikum, Berlin, nine edit., p. 363); and the resultant 4-methoxyphenylacetonitrile is saponified to produce an acid, which is subsequently treated with hydriodic acid to eliminate an ether, whereby 4-hydroxyphenylacetic acid is obtained as the desired product (J. Org. Chem., Vol. 22, 1957, p. 1577). Reactants: CC1CCCCN1, CCOC(=O)c1ccc(F)c([N+](=O)[O-])c1, CN(C)C=O, O. The product is CCOC(=O)c1ccc(N2CCCCC2C)c([N+](=O)[O-])c1. As a reaction SMILES: [CH3:16][CH:17]1[NH:18][CH2:19][CH2:20][CH2:21][CH2:22]1.[F:1][c:2]1[c:3]([N+:13](=[O:14])[O-:15])[cH:4][c:5]([C:6](=[O:7])[O:8][CH2:9][CH3:10])[cH:11][cH:12]1.[O:23]=[CH:24][N:25]([CH3:26])[CH3:27].[OH2:28]>>[c:2]1([N:18]2[CH:17]([CH3:16])[CH2:22][CH2:21][CH2:20][CH2:19]2)[c:3]([N+:13](=[O:14])[O-:15])[cH:4][c:5]([C:6](=[O:7])[O:8][CH2:9][CH3:10])[cH:11][cH:12]1. The reactants are O=C1C2=C(C=CC3=C1C=CC(=C3)C(C(=O)O)C)C=CC=C2 (2-(5-oxo-5H-dibenzo[a,d]cyclohepten-2-yl)propionic acid), C(Cl)(Cl)Cl (chloroform), S(=O)(Cl)Cl (thionyl chloride). The solvent is CN(C=O)C (dimethylformamide). Conditions: time 1 hour. The product is O=C1C2=C(C=CC3=C1C=CC(=C3)C(C(=O)Cl)C)C=CC=C2 (2-(5-oxo-5H-dibenzo[a,d]cyclohepten-2-yl)propionyl chloride). Reaction SMILES: [O:1]=[C:2]1[C:8]2[CH:9]=[CH:10][C:11]([CH:13]([CH3:17])[C:14](O)=[O:15])=[CH:12][C:7]=2[CH:6]=[CH:5][C:4]2[CH:18]=[CH:19][CH:20]=[CH:21][C:3]1=2.C(Cl)(Cl)[Cl:23].S(Cl)(Cl)=O>CN(C)C=O>[O:1]=[C:2]1[C:8]2[CH:9]=[CH:10][C:11]([CH:13]([CH3:17])[C:14]([Cl:23])=[O:15])=[CH:12][C:7]=2[CH:6]=[CH:5][C:4]2[CH:18]=[CH:19][CH:20]=[CH:21][C:3]1=2. Reported procedure: 1.0 G. of 2-(5-oxo-5H-dibenzo[a,d]cyclohepten-2-yl)propionic acid is dissolved in 25 ml. of chloroform, and 1 ml. of thionyl chloride and 0.1 ml. of dimethylformamide are added thereto. The mixture is left for 1 hour then evaporated under high vacuum to afford 2-(5-oxo-5H-dibenzo[a,d]cyclohepten-2-yl)propionyl chloride. In similar manner, substituting the acids prepared in Preparations 3 and 5-9 for the 2-5-oxo-5H-dibenzo[a,d]cyclohepten-2yl)propionic acid used above, the corresponding acid chlo... Reactants: ClC1=CC=C(C(=O)OCC)C=C1 (ethyl 4-chlorobenzoate), C(CN)N (ethylenediamine). The product is Cl.NCCNC(C1=CC=C(C=C1)Cl)=O (N-(2-amino-ethyl)-4-chlorobenzamide hydrochloride). The yield is 116.3%. Reaction SMILES: [Cl:1][C:2]1[CH:12]=[CH:11][C:5]([C:6]([O:8]CC)=O)=[CH:4][CH:3]=1.[CH2:13]([NH2:16])[CH2:14][NH2:15]>>[ClH:1].[NH2:15][CH2:14][CH2:13][NH:16][C:6](=[O:8])[C:5]1[CH:4]=[CH:3][C:2]([Cl:1])=[CH:12][CH:11]=1 |f:2.3|. Procedure details: 18.5 g of ethyl 4-chlorobenzoate and 24 g of ethylenediamine are stirred at 130° for 17 hours. The mixture is cooled to room temperature, evaporated, and the residue is treated with 200 ml of ethyl acetate. The insoluble N,N'-ethylenebis(4-chlorobenzamide) (2.3 g), m.p. 266°-268°, is filtered off under suction, and the filtrate is washed three times with 50 ml of water each time and evaporated. The residue is treated with 100 ml of 1N hydrochloric acid, the insoluble N,N'-ethylenebis(4-chloroben... The reactants are CCOC(=O)Cc1ccc(OC)c(Oc2ccc(N3CCOCC3)cc2CN2CCOC2=O)c1, CO, [Li+], [OH-], O. Yields the product COc1ccc(CC(=O)O)cc1Oc1ccc(N2CCOCC2)cc1CN1CCOC1=O. RXN SMILES: [CH2:1]([CH3:2])[O:3][C:4]([CH2:5][c:6]1[cH:7][c:8]([O:14][c:15]2[c:16]([CH2:27][N:28]3[C:29](=[O:33])[O:30][CH2:31][CH2:32]3)[cH:17][c:18]([N:21]3[CH2:22][CH2:23][O:24][CH2:25][CH2:26]3)[cH:19][cH:20]2)[c:9]([O:12][CH3:13])[cH:10][cH:11]1)=[O:34].[CH3:35][OH:36].[Li+:37].[OH-:38].[OH2:39]>>[O:3]=[C:4]([CH2:5][c:6]1[cH:7][c:8]([O:14][c:15]2[c:16]([CH2:27][N:28]3[C:29](=[O:33])[O:30][CH2:31][CH2:32]3)[cH:17][c:18]([N:21]3[CH2:22][CH2:23][O:24][CH2:25][CH2:26]3)[cH:19][cH:20]2)[c:9]([O:12][CH3:13])[cH:10][cH:11]1)[OH:34].